From a dataset of the Open Reaction Database (ORD), a public repository of structured organic reaction records. describe an organic reaction: reactants, conditions, products, and yield The reactants are NC=1C=CC(=C(C1)CC(=O)OCC)F (ethyl 2-(5-amino-2-fluorophenyl)acetate), OCC(O)CO (glycerol), [N+](=O)([O-])C1=CC=CC=C1 (nitrobenzene), ferrous sulfate, Cl (HCl), S(O)(O)(=O)=O (sulfuric acid). Solvent: C(C)O (ethanol), [OH-].[Na+] (NaOH). Run at temperature 120 celsius, time 1 hour. Yields the product FC=1C(=C2C=CC=NC2=CC1)CC(=O)O (2-(6-fluoroquinolin-5-yl)acetic acid), FC=1C=C2C=CC=NC2=CC1CC(=O)O (2-(6-fluoroquinolin-7-yl)acetic acid). Isolated yield 88.1%. RXN SMILES: [NH2:1][C:2]1[CH:3]=[CH:4][C:5]([F:14])=[C:6]([CH2:8][C:9]([O:11]CC)=[O:10])[CH:7]=1.O[CH2:16][CH:17]([CH2:19]O)O.[N+]([C:24]1[CH:29]=CC=C[CH:25]=1)([O-])=O.S(=O)(=O)(O)O.Cl>C(O)C.[OH-].[Na+]>[F:14][C:5]1[C:6]([CH2:8][C:9]([OH:11])=[O:10])=[C:7]2[C:2](=[CH:3][CH:4]=1)[N:1]=[CH:19][CH:17]=[CH:16]2.[F:14][C:5]1[CH:4]=[C:3]2[C:2](=[CH:7][C:6]=1[CH2:8][C:9]([OH:11])=[O:10])[N:1]=[CH:29][CH:24]=[CH:25]2 |f:6.7|. Procedure: To a mixture of ethyl 2-(5-amino-2-fluorophenyl)acetate (3.7 g, 18.8 mmol), glycerol (6.92 g, 75.2 mmol), nitrobenzene (4.63 g, 37.6 mmol) and ferrous sulfate (1.06 g, 3.76 mmol) was added conc. sulfuric acid (4.5 mL) dropwise. The reaction mixture was heated at 120° C. for 15 hr. After cooled to RT, the reaction mixture was diluted with ethanol (20 mL), and 2N aq. NaOH was introduced to adjust pH about 13. The resulting mixture was stirred at RT for 1 hr. Then the reaction was neutralized with ... The reactants are CC1CN(Cc2ccccc2)CCN1c1ccc(C(F)(F)F)cn1, CCO. Yields the product CC1CNCCN1c1ccc(C(F)(F)F)cn1. Reaction SMILES: [CH2:1]([c:2]1[cH:3][cH:4][cH:5][cH:6][cH:7]1)[N:8]1[CH2:9][CH:10]([CH3:24])[N:11]([c:14]2[n:15][cH:16][c:17]([C:20]([F:21])([F:22])[F:23])[cH:18][cH:19]2)[CH2:12][CH2:13]1.[CH3:25][CH2:26][OH:27]>>[NH:8]1[CH2:9][CH:10]([CH3:24])[N:11]([c:14]2[n:15][cH:16][c:17]([C:20]([F:21])([F:22])[F:23])[cH:18][cH:19]2)[CH2:12][CH2:13]1. Starting materials: CO (methanol), C(C1=CC=CC=C1)(C1=CC=CC=C1)(C1=CC=CC=C1)Cl (trityl chloride), C(C)(=O)O[C@H]1C[C@@H](O[C@@H]1CN)N1C(=O)NC(=O)C(C)=C1 (3'-O-acetyl-5'-amino-5'-deoxythymidine), C(Cl)Cl (methylene chloride). Run in N1=CC=CC=C1 (pyridine). Reaction conditions: time 8 hour. The product is C(C1=CC=CC=C1)(C1=CC=CC=C1)(C1=CC=CC=C1)NC[C@@H]1[C@H](C[C@@H](O1)N1C(=O)NC(=O)C(C)=C1)O (5'-Tritylamino-5'-deoxythymidine). Isolated yield 35.0%. As a reaction SMILES: [C:1](Cl)([C:14]1[CH:19]=[CH:18][CH:17]=[CH:16][CH:15]=1)([C:8]1[CH:13]=[CH:12][CH:11]=[CH:10][CH:9]=1)[C:2]1[CH:7]=[CH:6][CH:5]=[CH:4][CH:3]=1.C([O:24][C@@H:25]1[C@@H:29]([CH2:30][NH2:31])[O:28][C@@H:27]([N:32]2[CH:40]=[C:38]([CH3:39])[C:36](=[O:37])[NH:35][C:33]2=[O:34])[CH2:26]1)(=O)C.C(Cl)Cl.CO>N1C=CC=CC=1>[C:1]([NH:31][CH2:30][C@H:29]1[O:28][C@@H:27]([N:32]2[CH:40]=[C:38]([CH3:39])[C:36](=[O:37])[NH:35][C:33]2=[O:34])[CH2:26][C@@H:25]1[OH:24])([C:14]1[CH:19]=[CH:18][CH:17]=[CH:16][CH:15]=1)([C:8]1[CH:13]=[CH:12][CH:11]=[CH:10][CH:9]=1)[C:2]1[CH:7]=[CH:6][CH:5]=[CH:4][CH:3]=1. Procedure: 557 mg of trityl chloride were added to a solution of 560 mg (2 mmol) of 3'-O-acetyl-5'-amino-5'-deoxythymidine [which had been prepared by the procedure reported by J. P. Horwitz et al. in J. Org. Chem., 27, 3045 (1962)] in 20 ml of dry pyridine, and the resulting mixture was heated under reflux for 1 hour whilst excluding moisture. After the disappearance of the starting compound had been ascertained by thin layer chromatography (using methylene chloride containing 5% by volume methanol as the... The reactants are FC(F)(F)SC=1C=C(C=CC1)C(C=O)=O ((3-Trifluoromethylsulfanylphenyl)oxoacetaldehyde), I.FC1=C(C=CC(=C1)F)C(=N)NN (2,4-difluorobenzenecarboximidic hydrazide hydriodide salt). Yields the product FC1=C(C=CC(=C1)F)C=1N=NC=C(N1)C1=CC(=CC=C1)SC(F)(F)F (3-(2,4-difluorophenyl)-5-(3-trifluoromethylsulfanylphenyl)-[1,2,4]triazine). Reaction SMILES: [F:1][C:2]([S:5][C:6]1[CH:7]=[C:8]([C:12](=O)[CH:13]=O)[CH:9]=[CH:10][CH:11]=1)([F:4])[F:3].I.[F:17][C:18]1[CH:23]=[C:22]([F:24])[CH:21]=[CH:20][C:19]=1[C:25]([NH:27][NH2:28])=[NH:26]>>[F:17][C:18]1[CH:23]=[C:22]([F:24])[CH:21]=[CH:20][C:19]=1[C:25]1[N:27]=[N:28][CH:13]=[C:12]([C:8]2[CH:9]=[CH:10][CH:11]=[C:6]([S:5][C:2]([F:4])([F:3])[F:1])[CH:7]=2)[N:26]=1 |f:1.2|. Procedure: (3-Trifluoromethylsulfanylphenyl)oxoacetaldehyde was reacted with 2,4-difluorobenzenecarboximidic hydrazide hydriodide salt (1.13 g, 3.78 mmol) using the method described in Example 1 to give 3-(2,4-difluorophenyl)-5-(3-trifluoromethylsulfanylphenyl)-[1,2,4]triazine as a yellow solid (1.0 g): δH (400 MHz, CDCl3) 7.01-7.13 (2H, m), 7.68 (1H, t, J 7.8 Hz), 7.92 (1H, d, J 7.4 Hz), 8.32-8.39 (2H, m), 8.55 (1H, s), 9.67 (1H, s); m/z (ES+) 370. The reactants are BrC1=CC(=CC2=C1NC(=N2)Cl)C(F)(F)F (7-bromo-2-chloro-5-(trifluoromethyl)-1H-benzo[d]imidazole), 2004/035549 A1, NC1=CC=C2C=CC=NC2=C1 (7-aminoquinoline). Product: BrC1=CC(=CC2=C1NC(=N2)NC2=CC=C1C=CC=NC1=C2)C(F)(F)F (N-(7-Bromo-5-(trifluoromethyl)-1H-benzo[d]imidazol-2-yl)quinolin-7-amine). Reaction SMILES: [Br:1][C:2]1[C:7]2[NH:8][C:9](Cl)=[N:10][C:6]=2[CH:5]=[C:4]([C:12]([F:15])([F:14])[F:13])[CH:3]=1.[NH2:16][C:17]1[CH:26]=[C:25]2[C:20]([CH:21]=[CH:22][CH:23]=[N:24]2)=[CH:19][CH:18]=1>>[Br:1][C:2]1[C:7]2[NH:8][C:9]([NH:16][C:17]3[CH:26]=[C:25]4[C:20]([CH:21]=[CH:22][CH:23]=[N:24]4)=[CH:19][CH:18]=3)=[N:10][C:6]=2[CH:5]=[C:4]([C:12]([F:15])([F:14])[F:13])[CH:3]=1. Reported procedure: The reaction of 7-bromo-2-chloro-5-(trifluoromethyl)-1H-benzo[d]imidazole (135 mg, 0.45 mmol, prepared according to the procedures described in WO 2004/035549 A1) with 7-aminoquinoline (43 mg, 0.3 mmol, Synchem) under the condition of Example 2 afforded the title compound as an amorphous solid. MS (ESI, pos. ion) m/z: 407 (M+1). Reactants: ClC1=C(NC(CC#N)=O)C=CC=C1 (2'-chloro-2-cyanoacetanilide), COC(N(C)C)OC (N,N-dimethylformamide dimethylacetal). Product: ClC1=C(NC(C(=CN(C)C)C#N)=O)C=CC=C1 (2'-chloro-2-cyano-3-dimethylaminoacrylanilide). RXN SMILES: [Cl:1][C:2]1[CH:13]=[CH:12][CH:11]=[CH:10][C:3]=1[NH:4][C:5](=[O:9])[CH2:6][C:7]#[N:8].CO[CH:16](OC)[N:17]([CH3:19])[CH3:18]>>[Cl:1][C:2]1[CH:13]=[CH:12][CH:11]=[CH:10][C:3]=1[NH:4][C:5](=[O:9])[C:6]([C:7]#[N:8])=[CH:16][N:17]([CH3:18])[CH3:19]. Procedure details: As for Example 1, 2'-chloro-2-cyanoacetanilide, white crystalline product, m.p. 122.5°-123° C. (prepared as described in U.S. Pat. No. 3,116,312), is heated with N,N-dimethylformamide dimethylacetal to give 2'-chloro-2-cyano-3-dimethylaminoacrylanilide as colorless prisms, m.p. 104°-105° C. Starting materials: CC(=O)OC(C)=O, CCOC(C)=O, Cl, COC(=O)c1cc2c(c(N3CCCCS3(=O)=O)c1)CCN2. The product is COC(=O)c1cc2c(c(N3CCCCS3(=O)=O)c1)CCN2C(C)=O. As a reaction SMILES: [CH3:23][C:24](=[O:25])[O:26][C:27](=[O:28])[CH3:29].[CH3:30][CH2:31][O:32][C:33]([CH3:34])=[O:35].[ClH:1].[O:2]=[S:3]1(=[O:22])[N:4]([c:9]2[c:10]3[c:14]([cH:15][c:16]([C:18](=[O:19])[O:20][CH3:21])[cH:17]2)[NH:13][CH2:12][CH2:11]3)[CH2:5][CH2:6][CH2:7][CH2:8]1>>[O:2]=[S:3]1(=[O:22])[N:4]([c:9]2[c:10]3[c:14]([cH:15][c:16]([C:18](=[O:19])[O:20][CH3:21])[cH:17]2)[N:13]([C:24]([CH3:23])=[O:25])[CH2:12][CH2:11]3)[CH2:5][CH2:6][CH2:7][CH2:8]1.